This data is from the Open Reaction Database (ORD), a public repository of structured organic reaction records. The task is: describe an organic reaction: reactants, conditions, products, and yield The reactants are S1C(SCC1)C1C2(OCC(CO2)(C)C)CCC1\C=C\C(CCCCC)O.O1C(CCCC1)OC1OCCCC1 (1[7-[(1,3-dithia-2-cyclopentyl)]-3,3-dimethyl-1,5-dioxaspiro[5,4]-dec-8-yl]-trans-1-octene-3-ol tetrahydropyranyl ether), CI (methyl iodide), C(=O)([O-])[O-].[Ca+2] (CaCO3), O (H2O), CN(C)C=O (DMF). Solvent: CC(=O)C (acetone). Yields the product CC1(COC2(OC1)C(C(CC2)\C=C\C(OC2OCCCC2)CCCCC)CCC=O)C (3-[3,3-Dimethyl-8[-3-pentyl-3-tetrahydropyranyloxy-trans-1-propenyl]-1,5-dioxaspiro[5,4]-dec-7-yl]-propionaldehyde). As a reaction SMILES: S1CCS[CH:2]1[CH:6]1[CH:17](/[CH:18]=[CH:19]/[CH:20]([OH:26])[CH2:21][CH2:22][CH2:23][CH2:24][CH3:25])[CH2:16][CH2:15][C:7]21[O:12][CH2:11][C:10]([CH3:14])([CH3:13])[CH2:9]O2.[O:27]1[CH2:32][CH2:31][CH2:30][CH2:29][CH:28]1OC1CCCCO1.CI.[C:42]([O-:45])([O-])=O.[Ca+2].[OH2:47].[CH3:48]N(C=O)C>CC(C)=O>[CH3:14][C:10]1([CH3:9])[CH2:11][O:12][C:7]2([CH2:15][CH2:16][CH:17](/[CH:18]=[CH:19]/[CH:20]([CH2:21][CH2:22][CH2:23][CH2:24][CH3:25])[O:26][CH:28]3[CH2:29][CH2:30][CH2:31][CH2:32][O:27]3)[CH:6]2[CH2:2][CH2:48][CH:42]=[O:45])[O:47][CH2:13]1 |f:0.1,3.4|. Reported procedure: 1.05 g [2.05 mmoles] of 1[7-[(1,3-dithia-2-cyclopentyl)]-3,3-dimethyl-1,5-dioxaspiro[5,4]-dec-8-yl]-trans-1-octene-3-ol-tetrahydropyranyl ether was stirred for 2 hours at 50° C. in 100 ml of DMF with 0.7 ml (10.3 mmoles) of methyl iodide, 1.4 g (14 moles) of CaCO3 and 0.4 ml of H2O. The solution was cooled, combined with 50 ml of acetone, filtered with suction to remove the precipitate and the filtrate was evaporated to dryness at 0.1 mm Hg. The residue was dissolved in ether, washed with H2O, d... The reactants are C1COC(C2=CC=C(C=C2)Br)O1 (4-bromobenzaldehyde ethylene acetal), [Mg] (magnesium), [Mg] (magnesium), COC=1C=C(CC2=C(S(=O)(=O)[O-])C=CC(=C2)C)C=CC1 (3-met hoxybenzyltosylate), complex, [Cl-].[NH4+] (ammonium chloride), II (iodine). The reagents and catalysts are [Cu+] (copper(I)). Solvent: O1CCCC1 (tetrahydrofuran), C1=CC=CC=C1 (benzene). Reaction conditions: time 22 hour. Yields the product C1COC(C2=CC=C(C=C2)CC2=CC(=CC=C2)OC)O1 (4-(3-methoxyphenylmethyl)benzaldehyde ethlyene acetal). Yield: 62.8%. Reaction SMILES: [CH2:1]1[O:12][CH:4]([C:5]2[CH:10]=[CH:9][C:8](Br)=[CH:7][CH:6]=2)[O:3][CH2:2]1.[Mg].II.[CH3:16][O:17][C:18]1[CH:19]=[C:20]([CH:33]=[CH:34][CH:35]=1)[CH2:21]C1C=C(C)C=CC=1S([O-])(=O)=O.[Cl-].[NH4+]>O1CCCC1.C1C=CC=CC=1.[Cu+]>[CH2:1]1[O:12][CH:4]([C:5]2[CH:10]=[CH:9][C:8]([CH2:21][C:20]3[CH:33]=[CH:34][CH:35]=[C:18]([O:17][CH3:16])[CH:19]=3)=[CH:7][CH:6]=2)[O:3][CH2:2]1 |f:4.5|. Procedure: To a solution of 4-bromobenzaldehyde ethylene acetal (1.5 g, 6.5 millimol) in tetrahydrofuran (7 ml) were added magnesium (170 mg, 7 millimol) and a small amount of iodine, and the mixture was vigorously stirred under nitrogen atmosphere. After most of magnesium was dissolved, the solution was added to a solution of 3-met hoxybenzyltosylate (1.46 g, 5 millimol) and copper(I) bromidedimethylsulfide complex (50 mg, 0.25 millimol) in benzene (14 ml). The mixture was stirred at room temperature for ... Yields the product COCCOc1cc([N+](=O)[O-])c2[nH]c(C(=O)NCC(SCc3ccccc3)C(OC)OC)cc2c1. Reactants: COC(OC)C(CN)SCc1ccccc1, COCCOc1cc([N+](=O)[O-])c2[nH]c(C(=O)O)cc2c1, CCN=C=NCCCN(C)C, CN(C)C=O, Cl, On1nnc2ccccc21. RXN SMILES: [CH2:21]([c:22]1[cH:23][cH:24][cH:25][cH:26][cH:27]1)[S:28][CH:29]([CH2:30][NH2:31])[CH:32]([O:33][CH3:34])[O:35][CH3:36].[CH3:1][O:2][CH2:3][CH2:4][O:5][c:6]1[cH:7][c:8]2[cH:9][c:10]([C:18](=[O:19])[OH:20])[nH:11][c:12]2[c:13]([N+:15](=[O:16])[O-:17])[cH:14]1.[CH3:48][N:49]([CH3:50])[CH2:51][CH2:52][CH2:53][N:54]=[C:55]=[N:56][CH2:57][CH3:58].[CH3:59][N:60]([CH3:61])[CH:62]=[O:63].[ClH:47].[n:37]1([OH:38])[c:39]2[cH:40][cH:41][cH:42][cH:43][c:44]2[n:45][n:46]1>>[CH3:1][O:2][CH2:3][CH2:4][O:5][c:6]1[cH:7][c:8]2[cH:9][c:10]([C:18](=[O:20])[NH:31][CH2:30][CH:29]([S:28][CH2:21][c:22]3[cH:23][cH:24][cH:25][cH:26][cH:27]3)[CH:32]([O:33][CH3:34])[O:35][CH3:36])[nH:11][c:12]2[c:13]([N+:15](=[O:16])[O-:17])[cH:14]1.